Dataset: the Open Reaction Database (ORD), a public repository of structured organic reaction records. Task: describe an organic reaction: reactants, conditions, products, and yield Reactants: O=C([O-])O, O=C(Cl)c1cccc(C(F)(F)F)c1, Cc1ccc(N)cc1O, [Na+], C1CCOC1, O. Product: Cc1ccc(NC(=O)c2cccc(C(F)(F)F)c2)cc1O. RXN SMILES: [C:11](=[O:12])([O-:13])[OH:14].[F:16][C:17]([c:18]1[cH:19][c:20]([C:21](=[O:22])[Cl:23])[cH:24][cH:25][cH:26]1)([F:27])[F:28].[NH2:1][c:2]1[cH:3][cH:4][c:5]([CH3:9])[c:6]([OH:8])[cH:7]1.[Na+:15].[O:29]1[CH2:30][CH2:31][CH2:32][CH2:33]1.[OH2:10]>>[NH:1]([c:2]1[cH:3][cH:4][c:5]([CH3:9])[c:6]([OH:8])[cH:7]1)[C:21]([c:20]1[cH:19][c:18]([C:17]([F:16])([F:27])[F:28])[cH:26][cH:25][cH:24]1)=[O:22]. Product: C(C1=CC=CC=C1)[C@@H]1N(C(OC1)=O)C(CC1=CC(=C(C=C1)Cl)Cl)=O ((S)-4-benzyl-3-(3,4-dichlorophenyl)acetyl-2-oxazolidinone). Solvent: C(C)(=O)OCC.CCCCCC (ethyl acetate hexane), O1CCCC1 (tetrahydrofuran), C(C)(=O)OCC.CCCCCC (ethyl acetate hexane), C(C)(=O)OCC.CCCCCC (ethyl acetate hexane), C(C)(=O)OCC.CCCCCC (ethyl acetate hexane), O1CCCC1 (tetrahydrofuran), C(C)(=O)OCC.CCCCCC (ethyl acetate hexane), C(C)OCC.CCCCCC (diethyl ether hexane), C(C)OCC (diethyl ether), C(C)(=O)OCC.CCCCCC (ethyl acetate hexane). As a reaction SMILES: [CH2:1]([C@H:8]1[CH2:12][O:11][C:10](=[O:13])[NH:9]1)[C:2]1[CH:7]=[CH:6][CH:5]=[CH:4][CH:3]=1.C([Li])CCC.[Cl:19][C:20]1[CH:21]=[C:22]([CH2:27][C:28](Cl)=[O:29])[CH:23]=[CH:24][C:25]=1[Cl:26].C(=O)(O)[O-].[Na+].C([O-])(=O)C.CCCCCC>O1CCCC1.C(OCC)C.C(OCC)C.CCCCCC.C(OCC)(=O)C.CCCCCC>[CH2:1]([C@H:8]1[CH2:12][O:11][C:10](=[O:13])[N:9]1[C:28](=[O:29])[CH2:27][C:22]1[CH:23]=[CH:24][C:25]([Cl:26])=[C:20]([Cl:19])[CH:21]=1)[C:2]1[CH:3]=[CH:4][CH:5]=[CH:6][CH:7]=1 |f:3.4,5.6,9.10,11.12|. Procedure details: Combine (S)-4-benzyl-2-oxazolidinone (2.6 g, 34 mmol) and tetrahydrofuran (80 mL). Cool in a dry-ice/acetone bath. Add dropwise a solution of n-butyl lithium (13.5 mL, 2.5 M, 27 mmol). After 15 minutes, slowly add a solution of 3,4-dichlorophenylacetyl chloride (9.4 g, 44 mmol) in tetrahydrofuran (20 mL). After 20 minutes, warm to ambient temperature. After 2 hours, dilute the reaction mixture with diethyl ether and add a saturated aqueous sodium bicarbonate solution. Separate the layers and ext... Reaction conditions: time 15 minute. Reactants: C(C1=CC=CC=C1)[C@@H]1NC(OC1)=O ((S)-4-benzyl-2-oxazolidinone), ClC=1C=C(C=CC1Cl)CC(=O)Cl (3,4-dichlorophenylacetyl chloride), C([O-])(O)=O.[Na+] (sodium bicarbonate), C(CCC)[Li] (n-butyl lithium), C(C)(=O)[O-].CCCCCC (acetate hexane). The reactants are ClC1=NN2C(C(=CC=C2)C2=CC=C(C=C2)S(=O)(=O)C)=N1 (2-chloro-8-(4-methanesulfonyl-phenyl)-[1,2,4]triazolo[1,5-a]pyridine), NC=1C=C(C=CC1)N1CCN(CC1)C[C@@H](C)O ((R)-1-[4-(3-amino-phenyl)-piperazin-1-yl]-propan-2-ol), C1(CCCCC1)P(C1=C(C=CC=C1)C1=C(C=CC=C1)P(C1CCCCC1)C1CCCCC1)C1CCCCC1 (2,2′-bis-dicyclohexylphosphanyl-biphenyl). Yields the product CS(=O)(=O)C1=CC=C(C=C1)C=1C=2N(C=CC1)N=C(N2)NC=2C=C(C=CC2)N2CCN(CC2)C[C@@H](C)O ((R)-1-(4-{3-[8-(4-Methanesulfonyl-phenyl)-[1,2,4]triazolo[1,5-a]pyridin-2-ylamino]-phenyl}-piperazin-1-yl)-propan-2-ol), foam. Yield: 63.0%. As a reaction SMILES: Cl[C:2]1[N:20]=[C:5]2[C:6]([C:10]3[CH:15]=[CH:14][C:13]([S:16]([CH3:19])(=[O:18])=[O:17])=[CH:12][CH:11]=3)=[CH:7][CH:8]=[CH:9][N:4]2[N:3]=1.[NH2:21][C:22]1[CH:23]=[C:24]([N:28]2[CH2:33][CH2:32][N:31]([CH2:34][C@H:35]([OH:37])[CH3:36])[CH2:30][CH2:29]2)[CH:25]=[CH:26][CH:27]=1.C1(P(C2CCCCC2)C2C=CC=CC=2C2C=CC=CC=2P(C2CCCCC2)C2CCCCC2)CCCCC1>>[CH3:19][S:16]([C:13]1[CH:14]=[CH:15][C:10]([C:6]2[C:5]3[N:4]([N:3]=[C:2]([NH:21][C:22]4[CH:23]=[C:24]([N:28]5[CH2:29][CH2:30][N:31]([CH2:34][C@H:35]([OH:37])[CH3:36])[CH2:32][CH2:33]5)[CH:25]=[CH:26][CH:27]=4)[N:20]=3)[CH:9]=[CH:8][CH:7]=2)=[CH:11][CH:12]=1)(=[O:18])=[O:17]. Procedure details: (R)-1-(4-{3-[8-(4-Methanesulfonyl-phenyl)-[1,2,4]triazolo[1,5-a]pyridin-2-ylamino]-phenyl}-piperazin-1-yl)-propan-2-ol was prepared from 2-chloro-8-(4-methanesulfonyl-phenyl)-[1,2,4]triazolo[1,5-a]pyridine (100.0 mg, 0.3249 mmol) and (R)-1-[4-(3-amino-phenyl)-piperazin-1-yl]-propan-2-ol (84.0 mg, 0.357 mmol) with 2,2′-bis-dicyclohexylphosphanyl-biphenyl (36.0 mg, 0.0658 mmol) as the ligand in a manner analogous to Example 2d. Product isolated as a yellow foam (0.105 g, 63%). 1H NMR (400 MHz, CDC... Starting materials: [K+], Cc1nc(N)c(C#N)c(C)c1-c1ccccc1, [OH-], O, OCCO. Reaction SMILES: [K+:19].[NH2:1][c:2]1[n:3][c:4]([CH3:17])[c:5](-[c:11]2[cH:12][cH:13][cH:14][cH:15][cH:16]2)[c:6]([CH3:10])[c:7]1[C:8]#[N:9].[OH-:18].[OH2:20].[OH:21][CH2:22][CH2:23][OH:24]>>[NH2:1][c:2]1[n:3][c:4]([CH3:17])[c:5](-[c:11]2[cH:12][cH:13][cH:14][cH:15][cH:16]2)[c:6]([CH3:10])[c:7]1[C:8](=[O:18])[OH:20]. The product is Cc1nc(N)c(C(=O)O)c(C)c1-c1ccccc1.